Dataset: the Open Reaction Database (ORD), a public repository of structured organic reaction records. Task: describe an organic reaction: reactants, conditions, products, and yield Starting materials: C(C1=CC=CC=C1)OC=1C=C2C=3CC(CCC3NC2=CC1)N (6-benzyloxy-3-amino-1,2,3,4-tetrahydro-9H-carbazole), C([O-])([O-])=O.[K+].[K+] (potassium carbonate), ICCC (iodopropane), ICCC (iodopropane). Run in C(C)#N (acetonitrile). Conditions: time 2.5 day. The product is C(C1=CC=CC=C1)OC=1C=C2C=3CC(CCC3NC2=CC1)NCCC (6-benzyloxy-3-(propyl)amino-1,2,3,4-tetrahydro-9H-carbazole). Yield: 39.4%. As a reaction SMILES: [CH2:1]([O:8][C:9]1[CH:10]=[C:11]2[C:19](=[CH:20][CH:21]=1)[NH:18][C:17]1[CH2:16][CH2:15][CH:14]([NH2:22])[CH2:13][C:12]2=1)[C:2]1[CH:7]=[CH:6][CH:5]=[CH:4][CH:3]=1.C(=O)([O-])[O-].[K+].[K+].I[CH2:30][CH2:31][CH3:32]>C(#N)C>[CH2:1]([O:8][C:9]1[CH:10]=[C:11]2[C:19](=[CH:20][CH:21]=1)[NH:18][C:17]1[CH2:16][CH2:15][CH:14]([NH:22][CH2:30][CH2:31][CH3:32])[CH2:13][C:12]2=1)[C:2]1[CH:3]=[CH:4][CH:5]=[CH:6][CH:7]=1 |f:1.2.3|. Reported procedure: To a solution of 0.600 gm (2.05 mMol) 6-benzyloxy-3-amino-1,2,3,4-tetrahydro-9H-carbazole in 35 mL acetonitrile were added 0.283 gm (2.05 mMol) potassium carbonate followed by 240 μL (2.46 mMol) iodopropane and the reaction mixture was stirred at room temperature for 2.5 days. Additional iodopropane was added and the reaction stirred at room temperature until all of the starting material had been consumed. The reaction mixture was then partitioned between dichloromethane and water. The aqueous p... Reaction SMILES: [Br:1][CH2:2][CH2:3][CH2:4][N:5]1[C:6](=[O:15])[c:7]2[c:8]([cH:11][cH:12][cH:13][cH:14]2)[C:9]1=[O:10].[CH2:22]([CH3:23])[c:24]1[nH:25][cH:26][cH:27][n:28]1.[CH3:16][c:17]1[n:18][cH:19][nH:20][cH:21]1>>[CH2:2]([CH2:3][CH2:4][N:5]1[C:6](=[O:15])[c:7]2[c:8]([cH:11][cH:12][cH:13][cH:14]2)[C:9]1=[O:10])[n:25]1[c:24]([CH2:22][CH3:23])[n:28][cH:27][cH:26]1. Starting materials: O=C1c2ccccc2C(=O)N1CCCBr, CCc1ncc[nH]1, Cc1c[nH]cn1. Yields the product CCc1nccn1CCCN1C(=O)c2ccccc2C1=O. Starting materials: C(C)OC(=O)C1=CC(=NC2=CC=CC=C12)C(N[C@@H](CCC(=O)OC(C)(C)C)C(=O)N1CCN(CC1)C(=O)OCC)=O (2-[(S)-3-tert-Butoxycarbonyl-1-(4-ethoxycarbonyl-piperazine-1-carbonyl)-propylcarbamoyl]-quinoline-4-carboxylic acid ethyl ester), [OH-].[Na+] (NaOH), Cl (hydrochloric acid), [OH-].[Na+] (NaOH). The solvent is C1CCOC1 (THF). The product is C(C)(C)(C)OC(=O)CC[C@@H](C(=O)N1CCN(CC1)C(=O)OCC)NC(=O)C1=NC2=CC=CC=C2C(=C1)C(=O)O (2-[(S)-3-tert-Butoxycarbonyl-1-(4-ethoxycarbonyl-piperazine-1-carbonyl)-propylcarbamoyl]-quinoline-4-carboxylic acid). RXN SMILES: C([O:3][C:4]([C:6]1[C:15]2[C:10](=[CH:11][CH:12]=[CH:13][CH:14]=2)[N:9]=[C:8]([C:16](=[O:41])[NH:17][C@H:18]([C:28]([N:30]2[CH2:35][CH2:34][N:33]([C:36]([O:38][CH2:39][CH3:40])=[O:37])[CH2:32][CH2:31]2)=[O:29])[CH2:19][CH2:20][C:21]([O:23][C:24]([CH3:27])([CH3:26])[CH3:25])=[O:22])[CH:7]=1)=[O:5])C.[OH-].[Na+].Cl>C1COCC1>[C:24]([O:23][C:21]([CH2:20][CH2:19][C@H:18]([NH:17][C:16]([C:8]1[CH:7]=[C:6]([C:4]([OH:5])=[O:3])[C:15]2[C:10](=[CH:11][CH:12]=[CH:13][CH:14]=2)[N:9]=1)=[O:41])[C:28]([N:30]1[CH2:31][CH2:32][N:33]([C:36]([O:38][CH2:39][CH3:40])=[O:37])[CH2:34][CH2:35]1)=[O:29])=[O:22])([CH3:25])([CH3:26])[CH3:27] |f:1.2|. Reported procedure: To a solution of 1.1 g of 2-[(S)-3-tert-Butoxycarbonyl-1-(4-ethoxycarbonyl-piperazine-1-carbonyl)-propylcarbamoyl]-quinoline-4-carboxylic acid ethyl ester in 10 ml of THF, 2 ml of a 1 M aqueous NaOH solution was added. After stirring for 5 h at RT additional 1 ml of a 1 M aqueous NaOH solution was added and allowed to stir upon completion of the reaction. Then, the reaction was acidified to pH 1 with diluted aqueous hydrochloric acid and extracted with DCM (3×100 ml). The combined organic phases...